From a dataset of the Open Reaction Database (ORD), a public repository of structured organic reaction records. describe an organic reaction: reactants, conditions, products, and yield Starting materials: [BH4-], CCO, CCOC(C)=O, CO, O=C(Nc1nc2ccc(Oc3ccc(Cl)c(NC(=O)C(F)(F)F)c3)nc2s1)C1CC1, [Na+]. The product is Nc1cc(Oc2ccc3nc(NC(=O)C4CC4)sc3n2)ccc1Cl. RXN SMILES: [BH4-:1].[CH3:35][CH2:36][OH:37].[CH3:38][CH2:39][O:40][C:41](=[O:42])[CH3:43].[CH3:3][OH:4].[Cl:5][c:6]1[c:7]([NH:28][C:29](=[O:30])[C:31]([F:32])([F:33])[F:34])[cH:8][c:9]([O:10][c:11]2[cH:12][cH:13][c:14]3[c:15]([n:16]2)[s:17][c:18]([NH:20][C:21](=[O:22])[CH:23]2[CH2:24][CH2:25]2)[n:19]3)[cH:26][cH:27]1.[Na+:2]>>[Cl:5][c:6]1[c:7]([NH2:28])[cH:8][c:9]([O:10][c:11]2[cH:12][cH:13][c:14]3[c:15]([n:16]2)[s:17][c:18]([NH:20][C:21](=[O:22])[CH:23]2[CH2:24][CH2:25]2)[n:19]3)[cH:26][cH:27]1. Reactants: COc1ccccc1N1CCNCC1, COc1ccc2nc(CCl)sc2n1. Product: COc1ccc2nc(CN3CCN(c4ccccc4OC)CC3)sc2n1. RXN SMILES: [CH3:14][O:15][c:16]1[c:17]([N:22]2[CH2:23][CH2:24][NH:25][CH2:26][CH2:27]2)[cH:18][cH:19][cH:20][cH:21]1.[Cl:1][CH2:2][c:3]1[s:4][c:5]2[n:6][c:7]([O:12][CH3:13])[cH:8][cH:9][c:10]2[n:11]1>>[CH2:2]([c:3]1[s:4][c:5]2[n:6][c:7]([O:12][CH3:13])[cH:8][cH:9][c:10]2[n:11]1)[N:25]1[CH2:24][CH2:23][N:22]([c:17]2[c:16]([O:15][CH3:14])[cH:21][cH:20][cH:19][cH:18]2)[CH2:27][CH2:26]1. Reactants: C(CC)NCCC (dipropylamine), ClCCC(=O)N(CC=C)C1=CC=C(C=C1)N1C=NC=C1 (3-chloro-N-[4-(1H-imidazol-yl)phenyl]-N-(2-propenyl)propanamide). The product is C(CC)N(CCC(=O)N(CC=C)C1=CC=C(C=C1)N1C=NC=C1)CCC (3-(Dipropylamino)-N-[(4-1H-imidazol-1-yl)phenyl]-N-(2-propenyl)propanamide). RXN SMILES: [CH2:1]([NH:4][CH2:5][CH2:6][CH3:7])[CH2:2][CH3:3].Cl[CH2:9][CH2:10][C:11]([N:13]([C:17]1[CH:22]=[CH:21][C:20]([N:23]2[CH:27]=[CH:26][N:25]=[CH:24]2)=[CH:19][CH:18]=1)[CH2:14][CH:15]=[CH2:16])=[O:12]>>[CH2:1]([N:4]([CH2:5][CH2:6][CH3:7])[CH2:9][CH2:10][C:11]([N:13]([C:17]1[CH:22]=[CH:21][C:20]([N:23]2[CH:27]=[CH:26][N:25]=[CH:24]2)=[CH:19][CH:18]=1)[CH2:14][CH:15]=[CH2:16])=[O:12])[CH2:2][CH3:3]. Procedure: In a manner similar to Preparation 4, react dipropylamine with 3-chloro-N-[4-(1H-imidazol-yl)phenyl]-N-(2-propenyl)propanamide to obtain the title compound. The reactants are C(C1=CC=CC=C1)C=1SC(=C(N1)CC)C1CCN(CC1)C[C@H]1CN(C[C@@H]1C1=CC(=CC=C1)F)CC(=O)OC ((3-(S)-((4-(2-benzyl-4-ethyl-thiazol-5-yl)-piperidine-1-yl)methyl)-4-(S)-3-fluorophenylpyrrolidin-1-yl)-acetic acid, methyl ester), [OH-].[Na+] (NaOH), Cl (HCl), [OH-].[Na+] (NaOH). Run in CO (MeOH). Reaction conditions: temperature 50 celsius, time 1 hour. Yields the product C(C1=CC=CC=C1)C=1SC(=C(N1)CC)C1CCN(CC1)C[C@H]1CN(C[C@@H]1C1=CC(=CC=C1)F)CC(=O)O ((3-(S)-((4-(2-Benzyl-4-ethyl-thiazol-5-yl)-piperidine-1-yl)methyl)-4-(S)-3-fluorophenylpyrrolidin-1-yl)-acetic Acid). Yield: 93.6%. As a reaction SMILES: [CH2:1]([C:8]1[S:9][C:10]([CH:15]2[CH2:20][CH2:19][N:18]([CH2:21][C@@H:22]3[C@@H:26]([C:27]4[CH:32]=[CH:31][CH:30]=[C:29]([F:33])[CH:28]=4)[CH2:25][N:24]([CH2:34][C:35]([O:37]C)=[O:36])[CH2:23]3)[CH2:17][CH2:16]2)=[C:11]([CH2:13][CH3:14])[N:12]=1)[C:2]1[CH:7]=[CH:6][CH:5]=[CH:4][CH:3]=1.[OH-].[Na+].Cl>CO>[CH2:1]([C:8]1[S:9][C:10]([CH:15]2[CH2:16][CH2:17][N:18]([CH2:21][C@@H:22]3[C@@H:26]([C:27]4[CH:32]=[CH:31][CH:30]=[C:29]([F:33])[CH:28]=4)[CH2:25][N:24]([CH2:34][C:35]([OH:37])=[O:36])[CH2:23]3)[CH2:19][CH2:20]2)=[C:11]([CH2:13][CH3:14])[N:12]=1)[C:2]1[CH:7]=[CH:6][CH:5]=[CH:4][CH:3]=1 |f:1.2|. Procedure: A solution of 23 mg (0.043 mmol) of (3-(S)-((4-(2-benzyl-4-ethyl-thiazol-5-yl)-piperidine-1-yl)methyl)-4-(S)-3-fluorophenylpyrrolidin-1-yl)-acetic acid, methyl ester in 1 mL of MeOH was treated with 0.1 mL of 1N NaOH. After stirring for 1 hr, another 0.1 mL of 1N NaOH was added and the reaction was heated in a 50° C. bath. After 1.5 hr at 50° C., the solution was cooled and neutralized to pH 7 with 1.2 N HCl. The solution was extracted with EtOAc and the EtOAc layer was washed with brine and dri... Yields the product Nc1ccc(-c2ccc(-c3nc4c(cnn4-c4ccccc4)c(=O)n3-c3ccc(Cl)cc3)cc2)cn1. RXN SMILES: [C:47](=[O:48])([O-:49])[O-:50].[Cl:1][c:2]1[cH:3][cH:4][c:5](-[n:8]2[c:9](-[c:24]3[cH:25][cH:26][c:27]([B:30]4[O:31][C:32]([CH3:33])([CH3:34])[C:35]([CH3:36])([CH3:37])[O:38]4)[cH:28][cH:29]3)[n:10][c:11]3[c:12]([c:13]2=[O:14])[cH:15][n:16][n:17]3-[c:18]2[cH:19][cH:20][cH:21][cH:22][cH:23]2)[cH:6][cH:7]1.[Cs+:51].[Cs+:52].[NH2:39][c:40]1[n:41][cH:42][c:43]([Br:46])[cH:44][cH:45]1>>[Cl:1][c:2]1[cH:3][cH:4][c:5](-[n:8]2[c:9](-[c:24]3[cH:25][cH:26][c:27](-[c:43]4[cH:42][n:41][c:40]([NH2:39])[cH:45][cH:44]4)[cH:28][cH:29]3)[n:10][c:11]3[c:12]([c:13]2=[O:14])[cH:15][n:16][n:17]3-[c:18]2[cH:19][cH:20][cH:21][cH:22][cH:23]2)[cH:6][cH:7]1. The reactants are O=C([O-])[O-], CC1(C)OB(c2ccc(-c3nc4c(cnn4-c4ccccc4)c(=O)n3-c3ccc(Cl)cc3)cc2)OC1(C)C, [Cs+], [Cs+], Nc1ccc(Br)cn1. Starting materials: C1CCOC1, NC(=O)C1CCCCN1C(=O)OCc1ccccc1. Yields the product NCC1CCCCN1C(=O)OCc1ccccc1. RXN SMILES: [CH2:20]1[O:21][CH2:22][CH2:23][CH2:24]1.[NH2:1][C:2](=[O:3])[CH:4]1[N:5]([C:10](=[O:11])[O:12][CH2:13][c:14]2[cH:15][cH:16][cH:17][cH:18][cH:19]2)[CH2:6][CH2:7][CH2:8][CH2:9]1>>[NH2:1][CH2:2][CH:4]1[N:5]([C:10](=[O:11])[O:12][CH2:13][c:14]2[cH:15][cH:16][cH:17][cH:18][cH:19]2)[CH2:6][CH2:7][CH2:8][CH2:9]1. As a reaction SMILES: [CH3:39][C:40]#[N:41].[CH:30]([N:31]([CH:32]([CH3:33])[CH3:34])[CH2:35][CH3:36])([CH3:37])[CH3:38].[Cl:1][CH2:2][C:3](=[O:4])[N:5]1[CH:6]([C:12]#[N:13])[CH2:7][CH2:8][CH:9]1[C:10]#[CH:11].[NH2:14][C:15]1([CH3:29])[CH2:16][CH2:17][N:18]([c:21]2[n:22][cH:23][cH:24][c:25]([C:27]#[N:28])[cH:26]2)[CH2:19][CH2:20]1>>[CH2:2]([C:3](=[O:4])[N:5]1[CH:6]([C:12]#[N:13])[CH2:7][CH2:8][CH:9]1[C:10]#[CH:11])[NH:14][C:15]1([CH3:29])[CH2:16][CH2:17][N:18]([c:21]2[n:22][cH:23][cH:24][c:25]([C:27]#[N:28])[cH:26]2)[CH2:19][CH2:20]1. The reactants are CC#N, CCN(C(C)C)C(C)C, C#CC1CCC(C#N)N1C(=O)CCl, CC1(N)CCN(c2cc(C#N)ccn2)CC1. Yields the product C#CC1CCC(C#N)N1C(=O)CNC1(C)CCN(c2cc(C#N)ccn2)CC1. Starting materials: C(C)(=O)OCC (ethyl acetate), FC1=C(C=CC(=C1)F)C(CN1N=CN=C1)(C(C)S)O ((2RS,3RS)-2-(2,4-difluorophenyl)-3-mercapto-1-(1H-1,2,4-triazol-1-yl)-2-butanol), BrCC=1OC(OC1C)=O (4-bromomethyl-5-methyl-2-oxo-1,3dioxol), C([O-])([O-])=O.[K+].[K+] (potassium carbonate). RXN SMILES: [F:1][C:2]1[CH:7]=[C:6]([F:8])[CH:5]=[CH:4][C:3]=1[C:9]([OH:19])([CH:16]([SH:18])[CH3:17])[CH2:10][N:11]1[CH:15]=[N:14][CH:13]=[N:12]1.Br[CH2:21][C:22]1[O:23][C:24](=[O:28])[O:25][C:26]=1[CH3:27].C(=O)([O-])[O-].[K+].[K+].C(OCC)(=O)C>CN(C)C=O.O>[F:1][C:2]1[CH:7]=[C:6]([F:8])[CH:5]=[CH:4][C:3]=1[C:9]([OH:19])([CH:16]([S:18][CH2:21][C:22]1[O:23][C:24](=[O:28])[O:25][C:26]=1[CH3:27])[CH3:17])[CH2:10][N:11]1[CH:15]=[N:14][CH:13]=[N:12]1 |f:2.3.4|. Procedure: To a solution of (2RS,3RS)-2-(2,4-difluorophenyl)-3-mercapto-1-(1H-1,2,4-triazol-1-yl)-2-butanol (0.060 g), 4-bromomethyl-5-methyl-2-oxo-1,3dioxol (0.049 g) in N,N-dimethylformamide (2.0 ml) was added anhydrous potassium carbonate (0.20 g) at -20° C. and the mixture was stirred for 10 minutes. To the reaction mixture were added ethyl acetate (10 ml) and water (10 ml), and organic layer was separated. The mixture was further extracted with ethyl acetate (10 ml×2). The organic layers were combined... Run at time 10 minute. Isolated yield 77.8%. Solvent: O (water), CN(C=O)C (N,N-dimethylformamide). Yields the product FC1=C(C=CC(=C1)F)C(CN1N=CN=C1)(C(C)SCC=1OC(OC1C)=O)O ((2RS,3RS)-2-(2,4-difluorophenyl)-3-(5-methyl-2-oxo-1,3-dioxol-4-yl)methylthio-1-(1H-1,2,4-triazol-1-yl)-2-butanol). Starting materials: CC(C)(C)O, C1CCOC1, CC=C(C)C, [O-][Cl+][O-], CNS(=O)(=O)c1nc(Cl)c(C=O)n1COCC[Si](C)(C)C, [Na+], O. Yields the product CNS(=O)(=O)c1nc(Cl)c(C(=O)O)n1COCC[Si](C)(C)C. Reaction SMILES: [C:37]([OH:38])([CH3:39])([CH3:40])[CH3:41].[CH2:32]1[O:33][CH2:34][CH2:35][CH2:36]1.[CH3:26][C:27](=[CH:28][CH3:29])[CH3:30].[Cl+:1]([O-:2])[O-:3].[Cl:5][c:6]1[n:7][c:8]([S:21](=[O:22])(=[O:23])[NH:24][CH3:25])[n:9]([CH2:13][O:14][CH2:15][CH2:16][Si:17]([CH3:18])([CH3:19])[CH3:20])[c:10]1[CH:11]=[O:12].[Na+:4].[OH2:31]>>[OH:2][C:11]([c:10]1[c:6]([Cl:5])[n:7][c:8]([S:21](=[O:22])(=[O:23])[NH:24][CH3:25])[n:9]1[CH2:13][O:14][CH2:15][CH2:16][Si:17]([CH3:18])([CH3:19])[CH3:20])=[O:12].